Dataset: the Open Reaction Database (ORD), a public repository of structured organic reaction records. Task: describe an organic reaction: reactants, conditions, products, and yield Reactants: C(C)OC(CF)=CC1=CC=C(C=C1)OC (2-Ethoxy-1-fluoro-3-(4-methoxyphenyl)prop-2-ene), Cl (hydrogen chloride), O (Water). The solvent is C(C)OCC (diethyl ether). Run at time 3 hour. Product: FCC(CC1=CC=C(C=C1)OC)=O (1-fluoro-3-(4-methoxyphenyl)-2-propanone). Yield: 96.1%. As a reaction SMILES: C([O:3][C:4](=[CH:7][C:8]1[CH:13]=[CH:12][C:11]([O:14][CH3:15])=[CH:10][CH:9]=1)[CH2:5][F:6])C.Cl.O>C(OCC)C>[F:6][CH2:5][C:4](=[O:3])[CH2:7][C:8]1[CH:13]=[CH:12][C:11]([O:14][CH3:15])=[CH:10][CH:9]=1. Procedure: 2-Ethoxy-1-fluoro-3-(4-methoxyphenyl)prop-2-ene (5 g, 0.024 mol) is stirred with a saturated solution of hydrogen chloride in diethyl ether (40 ml) overnight. Water (18 ml) is added and the stirring is continued for another 3 hours. The ether layer is separated, washed with water, dried (MgSO4), and filtered. Concentration of the solvent affords 1-fluoro-3-(4-methoxyphenyl)-2-propanone (4.2 g); NMR (CDCl3): 6.7-7.3 ppm (4H, m), 4.8 ppm (2H, J=48 Hz), 3.7-3.9 ppm (5H, m). Starting materials: [H-].[Na+] (NaH), COC(=O)CP(=O)(OC)OC (trimethyl phosphonoacetate), OC1=C(C(OC(=C1)CCCC=O)=O)C(CC)=O (4-(4-hydroxy-2-oxo-3-propionyl-2H-pyran-6-yl)butanal). Run in C1CCOC1 (THF), C1CCOC1 (THF). Run at temperature 25 celsius, time 15 minute. Product: OC1=C(C(OC(=C1)CCC/C=C/C(=O)OC)=O)C(CC)=O ((E)-Methyl 6-(4-hydroxy-2-oxo-3-propionyl-2H-pyran-6-yl)hex-2-enoate). As a reaction SMILES: [H-].[Na+].[CH3:3][O:4][C:5]([CH2:7]P(OC)(OC)=O)=[O:6].[OH:14][C:15]1[CH:20]=[C:19]([CH2:21][CH2:22][CH2:23][CH:24]=O)[O:18][C:17](=[O:26])[C:16]=1[C:27](=[O:30])[CH2:28][CH3:29]>C1COCC1>[OH:14][C:15]1[CH:20]=[C:19]([CH2:21][CH2:22][CH2:23]/[CH:24]=[CH:7]/[C:5]([O:4][CH3:3])=[O:6])[O:18][C:17](=[O:26])[C:16]=1[C:27](=[O:30])[CH2:28][CH3:29] |f:0.1|. Procedure details: NaH (0.4 g; 10 mmol; 60% dispersion in mineral oil; Aldrich) was added to trimethyl phosphonoacetate (1.90 g; 10 mmol; Aldrich) in 25 ml THF. The reaction was stirred at 25° C. for 15 min, after which 4-(4-hydroxy-2-oxo-3-propionyl-2H-pyran-6-yl)butanal (XVI; 1.01 g; 4.3 mmol) in 40 ml THF was added. The reaction mixture was stirred at 25° C. for 2 h, quenched with saturated NH4Cl, extracted with 3×30 ml EtOAc, dried with anhydrous Na2SO4, and evaporated. The product was purified via silica flas... Starting materials: C(C1=CC=CC=C1)N1C(=S)NC(=O)C1 (1-Benzyl-2-thiohydantoin), IC (iodomethane). Solvent: CO (methanol). Yields the product I.C(C1=CC=CC=C1)N1C(=NC(C1)=O)SC (1-benzyl-2-methylthio-2-imidazolin-4-one hydroiodide). Reaction SMILES: [CH2:1]([N:8]1[CH2:14][C:12](=[O:13])[NH:11][C:9]1=[S:10])[C:2]1[CH:7]=[CH:6][CH:5]=[CH:4][CH:3]=1.[I:15][CH3:16]>CO>[IH:15].[CH2:1]([N:8]1[CH2:14][C:12](=[O:13])[N:11]=[C:9]1[S:10][CH3:16])[C:2]1[CH:3]=[CH:4][CH:5]=[CH:6][CH:7]=1 |f:3.4|. Procedure details: 1-Benzyl-2-thiohydantoin (8.07 g), iodomethane (10 ml) and methanol (50 ml) were warmed at 40°-42° C. for 8 hours. The reaction mixture was evaporated under reduced pressure, the residue was washed with diethyl ether and recrystallised from methanol-ethanol to give 1-benzyl-2-methylthio-2-imidazolin-4-one hydroiodide (4.86 g) m.p. 185°-190° C., as an impure light-buff coloured solid which was taken on to the next stage.